Dataset: the Open Reaction Database (ORD), a public repository of structured organic reaction records. Task: describe an organic reaction: reactants, conditions, products, and yield The reactants are C(C)(C)(C)OC(=O)N1CCC(CC1)CCCN1C(=NC2=C(C=CC=C2C1=O)OC)COC1=CC=C(C=C1)Cl (4-{3-[2-(4-chloro-phenoxymethyl)-8-methoxy-4-oxo-4H-quinazolin-3-yl]-propyl}-piperidine-1-carboxylic acid tert-butyl ester). The solvent is Cl.CCO (HCl EtOH). Reaction conditions: time 2 hour. The product is Cl.ClC1=CC=C(OCC2=NC3=C(C=CC=C3C(N2CCCC2CCNCC2)=O)OC)C=C1 (2-(4-chloro-phenoxymethyl)-8-methoxy-3-(3-piperidin-4-yl-propyl)-3H-quinazolin-4-one hydrochloride). Reaction SMILES: C(OC([N:8]1[CH2:13][CH2:12][CH:11]([CH2:14][CH2:15][CH2:16][N:17]2[C:26](=[O:27])[C:25]3[C:20](=[C:21]([O:28][CH3:29])[CH:22]=[CH:23][CH:24]=3)[N:19]=[C:18]2[CH2:30][O:31][C:32]2[CH:37]=[CH:36][C:35]([Cl:38])=[CH:34][CH:33]=2)[CH2:10][CH2:9]1)=O)(C)(C)C>Cl.CCO>[ClH:38].[Cl:38][C:35]1[CH:34]=[CH:33][C:32]([O:31][CH2:30][C:18]2[N:17]([CH2:16][CH2:15][CH2:14][CH:11]3[CH2:12][CH2:13][NH:8][CH2:9][CH2:10]3)[C:26](=[O:27])[C:25]3[C:20](=[C:21]([O:28][CH3:29])[CH:22]=[CH:23][CH:24]=3)[N:19]=2)=[CH:37][CH:36]=1 |f:1.2,3.4|. Reported procedure: The product obtained in step A was dissolved in a solution of conc HCl/EtOH (1:3 mixture, 20 mL). The reaction mixture was stirred for 2 h, concentrated under vacuum and azeotroped with ethanol and heptane to give the desired product as a white solid. API-MS: 442 (M+1). 1H NMR (300 MHz, d4-MeOH): d 7.81 (d, 1 H), 7.63 (t, 1 H), 7.55 (d, 1 H), 7.35 (d, 2 H), 7.1 (d, 2 H), 5.4 (s, 2 H), 4.15 (dd, 2 H), 4.05 (s, 3 H), 3.3 (m, 2 H), 2.9 (t, 2 H), 1.9 (m), 1.4 (m). The reactants are CCO, O=[N+]([O-])c1ccc2ncnc(Nc3ccccc3)c2c1, NN, O, O. Yields the product Nc1ccc2ncnc(Nc3ccccc3)c2c1. As a reaction SMILES: [CH2:25]([OH:26])[CH3:27].[N+:1]([O-:2])(=[O:3])[c:4]1[cH:5][c:6]2[c:7]([NH:14][c:15]3[cH:16][cH:17][cH:18][cH:19][cH:20]3)[n:8][cH:9][n:10][c:11]2[cH:12][cH:13]1.[NH2:22][NH2:23].[OH2:21].[OH2:24]>>[NH2:1][c:4]1[cH:5][c:6]2[c:7]([NH:14][c:15]3[cH:16][cH:17][cH:18][cH:19][cH:20]3)[n:8][cH:9][n:10][c:11]2[cH:12][cH:13]1. Reactants: CC1(C=2C=CC(=CC2C(CC1)(C)C)O)C (5,6,7,8-tetrahydro-5,5,8,8-tetramethylnaphth-2-ol), ice, C(CC(=O)C)(=O)OCC (ethyl acetoacetate). The solvent is OS(=O)(=O)O (H2SO4), C(=O)(O)[O-].[Na+] (NaHCO3). Run at temperature 100 celsius, time 30 minute. Product: O1C(=O)C=CC2=CC=CC=C12 (coumarin), hexanes EtOAc. Reaction SMILES: C[C:2]1(C)[CH2:11][CH2:10][C:9](C)(C)[C:8]2C=[C:6]([OH:14])[CH:5]=[CH:4][C:3]1=2.C(OCC)(=O)CC(C)=[O:19]>OS(O)(=O)=O.C([O-])(O)=O.[Na+]>[O:19]1[C:8]2[C:3](=[CH:2][CH:11]=[CH:10][CH:9]=2)[CH:4]=[CH:5][C:6]1=[O:14] |f:3.4|. Procedure: 1,2,3,4-Tetrahydro-1,1,4,4,6-pentamethylbenzo[5,6-g]coumarin (Structure 4 of Schemes 1 and 2, where R1, R4, R6=H, R2 and R3 together form a tetramethyl saturated six-membered carbocyclic ring, R5=methyl). To a flame-dried 50-mL r.b. flask containing 5,6,7,8-tetrahydro-5,5,8,8-tetramethylnaphth-2-ol (2.03 g, 9.94 mmol) in 4 mL 75% H2SO4 was added ethyl acetoacetate (Structure 3 of Scheme 1, where R5=methyl, R6=H, R′=ethyl) (3.19 mL, 25.0 mmol, 2.52 equiv), and the mixture was heated to 100° C. fo... The reactants are S=C(c1ncc[nH]1)c1ncc[nH]1, ClCCl, Nc1cccc(OCc2ccccc2)c1, CCCCCC, N. Product: S=C=Nc1cccc(OCc2ccccc2)c1. Reaction SMILES: [C:17](=[S:18])([c:19]1[nH:20][cH:21][cH:22][n:23]1)[c:24]1[nH:25][cH:26][cH:27][n:28]1.[CH2:29]([Cl:30])[Cl:31].[CH2:2]([c:3]1[cH:4][cH:5][cH:6][cH:7][cH:8]1)[O:9][c:10]1[cH:11][c:12]([NH2:13])[cH:14][cH:15][cH:16]1.[CH3:32][CH2:33][CH2:34][CH2:35][CH2:36][CH3:37].[NH3:1]>>[CH2:2]([c:3]1[cH:4][cH:5][cH:6][cH:7][cH:8]1)[O:9][c:10]1[cH:11][c:12]([N:13]=[C:17]=[S:18])[cH:14][cH:15][cH:16]1. Starting materials: ClCCl (dichloromethane), C(C(=O)O)(=O)O.C(C)NN (ethylhydrazine oxalate), FC(C(CC(C)=O)=O)(F)F (1,1,1-trifluoro-2,4-pentanedione). The solvent is C(C)O (ethanol), C(C)O (ethanol). Product: C(C)N1N=C(C=C1C)C(F)(F)F (1-Ethyl-5-methyl-3-(trifluoromethyl)pyrazole). As a reaction SMILES: C(O)(=O)C(O)=O.[CH2:7]([NH:9][NH2:10])[CH3:8].[F:11][C:12]([F:20])([F:19])[C:13](=O)[CH2:14][C:15](=O)[CH3:16].ClCCl>C(O)C>[CH2:7]([N:9]1[C:15]([CH3:16])=[CH:14][C:13]([C:12]([F:20])([F:19])[F:11])=[N:10]1)[CH3:8] |f:0.1|. Procedure: A solution of 25.0 g (grams) (167 mmol) (millimoles) of ethylhydrazine oxalate in 50 mL (milliliters) of ethanol was added to a solution of 25.0 g (162 mmol) of 1,1,1-trifluoro-2,4-pentanedione in 200 mL of ethanol at ambient temperature with stirring. The mixture was heated to reflux with stirring for 18 hours and was then allowed to cool. The volatile components were removed by evaporation under reduced pressure and the residue obtained was taken up in 150 mL, of dichloromethane. The resulting... Reactants: [BH4-], CC(=O)O, CCOC(C)=O, CCO, O=Cc1cccc([N+](=O)[O-])c1, [Na+], O, NCCNc1ncnc2scc(-c3ccccc3)c12. Product: O=[N+]([O-])c1cccc(CNCCNc2ncnc3scc(-c4ccccc4)c23)c1. Reaction SMILES: [BH4-:35].[CH3:31][C:32](=[O:33])[OH:34].[CH3:37][CH2:38][O:39][C:40](=[O:41])[CH3:42].[CH3:44][CH2:45][OH:46].[N+:20](=[O:21])([O-:22])[c:23]1[cH:24][c:25]([CH:26]=[O:27])[cH:28][cH:29][cH:30]1.[Na+:36].[OH2:43].[c:1]1(-[c:7]2[cH:8][s:9][c:10]3[n:11][cH:12][n:13][c:14]([NH:16][CH2:17][CH2:18][NH2:19])[c:15]23)[cH:2][cH:3][cH:4][cH:5][cH:6]1>>[c:1]1(-[c:7]2[cH:8][s:9][c:10]3[n:11][cH:12][n:13][c:14]([NH:16][CH2:17][CH2:18][NH:19][CH2:26][c:25]4[cH:24][c:23]([N+:20](=[O:21])[O-:22])[cH:30][cH:29][cH:28]4)[c:15]23)[cH:2][cH:3][cH:4][cH:5][cH:6]1. Reactants: C(C)OC(=O)C1CCN(CC1)C1=CC(=NC2=CC=CC=C12)C1=CC=C(C=C1)Cl (1-[2-(4-chlorophenyl)-4-quinolinyl]-4-piperidinecarboxylic acid ethyl ester), [OH-].[Na+] (sodium hydroxide), C(C)O (ethanol), C(C)(=O)O (acetic acid). Solvent: O (water). Product: ClC1=CC=C(C=C1)C1=NC2=CC=CC=C2C(=C1)N1CCC(CC1)C(=O)O (1-[2-(4-chlorophenyl)-4-quinolinyl]-4-piperidinecarboxylic acid). Yield: 100.4%. As a reaction SMILES: C([O:3][C:4]([CH:6]1[CH2:11][CH2:10][N:9]([C:12]2[C:21]3[C:16](=[CH:17][CH:18]=[CH:19][CH:20]=3)[N:15]=[C:14]([C:22]3[CH:27]=[CH:26][C:25]([Cl:28])=[CH:24][CH:23]=3)[CH:13]=2)[CH2:8][CH2:7]1)=[O:5])C.[OH-].[Na+].C(O)C.C(O)(=O)C>O>[Cl:28][C:25]1[CH:26]=[CH:27][C:22]([C:14]2[CH:13]=[C:12]([N:9]3[CH2:8][CH2:7][CH:6]([C:4]([OH:5])=[O:3])[CH2:11][CH2:10]3)[C:21]3[C:16](=[CH:17][CH:18]=[CH:19][CH:20]=3)[N:15]=2)=[CH:23][CH:24]=1 |f:1.2|. Reported procedure: A mixture of 1.5 g (3.8 mmol) of 1-[2-(4-chlorophenyl)-4-quinolinyl]-4-piperidinecarboxylic acid ethyl ester, 2.7 ml of 3N aqueous sodium hydroxide, and 50 ml of ethanol was heated on a steam bath for 0.5 hr. It was then cooled, acidified with acetic acid, and diluted with water to give 1.4 g of product, mp 245°-247°. The reactants are CC(C)O, [K+], CCOC(=O)N1CCCC2(CC1)OCCO2, [OH-]. The product is C1CNCCC2(C1)OCCO2. Reaction SMILES: [CH3:19][CH:20]([OH:21])[CH3:22].[K+:18].[O:1]1[CH2:2][CH2:3][O:4][C:5]12[CH2:6][CH2:7][N:8]([C:12]([O:13][CH2:14][CH3:15])=[O:16])[CH2:9][CH2:10][CH2:11]2.[OH-:17]>>[O:1]1[CH2:2][CH2:3][O:4][C:5]12[CH2:6][CH2:7][NH:8][CH2:9][CH2:10][CH2:11]2.